This data is from the Open Reaction Database (ORD), a public repository of structured organic reaction records. The task is: describe an organic reaction: reactants, conditions, products, and yield Starting materials: C(#N)C=1C=NN(C1)CC(=O)OCC (ethyl 2-(4-cyano-1H-pyrazol-1-yl)acetate), C(C)OC(N(C)C)OCC (1,1-diethoxy-N,N-dimethylmethanamine). Product: C(#N)C=1C=NN(C1)C(C(=O)OCC)=CN(C)C (ethyl 2-(4-cyano-1H-pyrazol-1-yl)-3-(dimethylamino)acrylate). The yield is 88.5%. RXN SMILES: [C:1]([C:3]1[CH:4]=[N:5][N:6]([CH2:8][C:9]([O:11][CH2:12][CH3:13])=[O:10])[CH:7]=1)#[N:2].C(O[CH:17](OCC)[N:18]([CH3:20])[CH3:19])C>>[C:1]([C:3]1[CH:4]=[N:5][N:6]([C:8](=[CH:17][N:18]([CH3:20])[CH3:19])[C:9]([O:11][CH2:12][CH3:13])=[O:10])[CH:7]=1)#[N:2]. Procedure: Combined ethyl 2-(4-cyano-1H-pyrazol-1-yl)acetate (0.427 g, 2.383 mmol) with 1,1-diethoxy-N,N-dimethylmethanamine (1.403 g, 9.53 mmol) and heated in a closed vial at 100° C. for 2.5 h. The mixture was concentrated in vacuo and purified using flash column chromatography on NH silica gel (30 g SiO2, EtOAc in heptane, 10-50% gradient) to give the title compound (0.4942 g, 89% yield) as a yellow solid. 1H NMR (400 MHz, DMSO-d6) δ ppm 1.12 (t, 3H) 1.91-2.43 (m, 3H) 2.70-3.29 (m, 3H) 4.03 (q, J=7.07 H... Reactants: Clc1cc2nc(Br)c(Br)nc2cc1Cl, CN(C)C=O. Yields the product Nc1nc2cc(Cl)c(Cl)cc2nc1Br. As a reaction SMILES: [Br:1][c:2]1[n:3][c:4]2[cH:5][c:6]([Cl:14])[c:7]([Cl:13])[cH:8][c:9]2[n:10][c:11]1[Br:12].[O:15]=[CH:16][N:17]([CH3:18])[CH3:19]>>[Br:1][c:2]1[n:3][c:4]2[cH:5][c:6]([Cl:14])[c:7]([Cl:13])[cH:8][c:9]2[n:10][c:11]1[NH2:17]. The reactants are Cl (hydrochloric acid), NC1=C(C=CC=C1)S (2-amino-benzenethiol), BrC1=C(C(=O)O)C=CC(=C1)C(=O)O (2-bromo-terephthalic acid), cuprous oxide, N1=CC=CC2=CC=CC=C12 (quinoline). Solvent: O (water), N1=CC=CC=C1 (pyridine). Reaction conditions: temperature 180 celsius. Yields the product O=C1NC2=C(SC3=C1C=CC(=C3)C(=O)O)C=CC=C2 (11-Oxo-10,11-dihydrodibenzo[b,f][1,4]thiazepine-3-carboxylic acid). Isolated yield 117.0%. RXN SMILES: [NH2:1][C:2]1[CH:7]=[CH:6][CH:5]=[CH:4][C:3]=1[SH:8].Br[C:10]1[CH:18]=[C:17]([C:19](O)=[O:20])[CH:16]=[CH:15][C:11]=1[C:12]([OH:14])=[O:13].N1C2C(=CC=CC=2)C=CC=1.Cl>O.N1C=CC=CC=1>[O:20]=[C:19]1[C:17]2[CH:18]=[CH:10][C:11]([C:12]([OH:14])=[O:13])=[CH:15][C:16]=2[S:8][C:3]2[CH:4]=[CH:5][CH:6]=[CH:7][C:2]=2[NH:1]1. Procedure details: A mixture of 2-amino-benzenethiol (1.34 mL, 12.5 mmol), 2-bromo-terephthalic acid (1.54 g, 6.3 mmol), cuprous oxide (0.50 g, 3.5 mmol), quinoline (6.3 mL), and pyridine (0.63 mL) was heated in a 180° C. oil bath under nitrogen for 20 hours, then cooled to room temperature. Concentrated hydrochloric acid (20 mL) was added slowly while cooling in cold water, with stirring. The resulting precipitate was filtered, washed with water, and dried to give crude title compound (2 g). LC-MS: m/z 270 (M−1). The reactants are COC(=O)C1=CC=C(C=C1)CBr (methyl 4-bromomethyl benzoate), [F-].C(CCC)[N+](CCCC)(CCCC)CCCC (tetra-n-butylammonium fluoride), [Cl-].[Na+] (sodium chloride), N1=CC(=CC=C1)C(C#N)O[Si](C)(C)C (2-(3-pyridyl)-2-(trimethylsiloxy)acetonitrile). Run in O1CCCC1 (tetrahydrofuran), O1CCCC1 (tetrahydrofuran), O1CCCC1 (tetrahydrofuran). Reaction conditions: time 30 minute. Yields the product O=C(CC1=CC=C(C(=O)OC)C=C1)C=1C=NC=CC1 (methyl 4-[2-oxo-2-(3-pyridyl)ethyl]benzoate). Reaction SMILES: [N:1]1[CH:6]=[CH:5][CH:4]=[C:3]([CH:7]([O:10][Si](C)(C)C)[C:8]#N)[CH:2]=1.[CH3:15][O:16][C:17]([C:19]1[CH:24]=[CH:23][C:22](CBr)=[CH:21][CH:20]=1)=[O:18].[F-].C([N+](CCCC)(CCCC)CCCC)CCC.[Cl-].[Na+]>O1CCCC1>[O:10]=[C:7]([C:3]1[CH:2]=[N:1][CH:6]=[CH:5][CH:4]=1)[CH2:8][C:22]1[CH:23]=[CH:24][C:19]([C:17]([O:16][CH3:15])=[O:18])=[CH:20][CH:21]=1 |f:2.3,4.5|. Reported procedure: A solution of diisopropylamine (4.5 g) in dry tetrahydrofuran (60 ml) was cooled to -35 to 31 40 ° C., followed by addition of 1.5M n-butyl lithium in 30 ml of hexane in solution, and stirred for 30 minutes, to produce lithium diisopropylamide. To the solution was added a solution of 2-(3-pyridyl)-2-(trimethylsiloxy)acetonitrile in dry tetrahydrofuran at -78 ° C., and stirred at the same temperature for 30 minutes. After the addition of a solution of methyl 4-bromomethyl benzoate in dry tetrahyd... The reactants are [Cl-], Nc1cc(Sc2cccc3cnccc23)c(Cl)cc1[N+](=O)[O-], Cl, [Na+], [OH-], O, O, O. Yields the product Nc1cc(Cl)c(Sc2cccc3cnccc23)cc1N. As a reaction SMILES: [Cl-:25].[Cl:1][c:2]1[cH:3][c:4]([N+:20]([O-:21])=[O:22])[c:5]([NH2:6])[cH:7][c:8]1[S:9][c:10]1[c:11]2[cH:12][cH:13][n:14][cH:15][c:16]2[cH:17][cH:18][cH:19]1.[ClH:29].[Na+:28].[OH-:27].[OH2:23].[OH2:24].[OH2:26]>>[Cl:1][c:2]1[cH:3][c:4]([NH2:20])[c:5]([NH2:6])[cH:7][c:8]1[S:9][c:10]1[c:11]2[cH:12][cH:13][n:14][cH:15][c:16]2[cH:17][cH:18][cH:19]1. Starting materials: C1N(CC2C1CNC2)C2=NC1=CC=CC=C1N=C2C(F)(F)F (2-(Hexahydro-pyrrolo[3,4-c]pyrrol-2-yl)-3-trifluoromethyl-quinoxaline), N=1N=C(NC1)C1=C(C(=O)O)C=CC=C1 (2-(4H-[1,2,4]triazol-3-yl)-benzoic acid). Yields the product N=1N=C(NC1)C1=C(C=CC=C1)C(=O)N1CC2C(C1)CN(C2)C2=NC1=CC=CC=C1N=C2C(F)(F)F (2-[5-{[2-(4H-1,2,4-Triazol-3-yl)phenyl]carbonyl}hexahydropyrrolo[3,4-c]pyrrol-2(1H)-yl]-3-(trifluoromethyl)quinoxaline). Reaction SMILES: [CH2:1]1[CH:5]2[CH2:6][NH:7][CH2:8][CH:4]2[CH2:3][N:2]1[C:9]1[C:18]([C:19]([F:22])([F:21])[F:20])=[N:17][C:16]2[C:11](=[CH:12][CH:13]=[CH:14][CH:15]=2)[N:10]=1.[N:23]1[N:24]=[C:25]([C:28]2[CH:36]=[CH:35][CH:34]=[CH:33][C:29]=2[C:30](O)=[O:31])[NH:26][CH:27]=1>>[N:23]1[N:24]=[C:25]([C:28]2[CH:36]=[CH:35][CH:34]=[CH:33][C:29]=2[C:30]([N:7]2[CH2:6][CH:5]3[CH2:1][N:2]([C:9]4[C:18]([C:19]([F:22])([F:20])[F:21])=[N:17][C:16]5[C:11](=[CH:12][CH:13]=[CH:14][CH:15]=5)[N:10]=4)[CH2:3][CH:4]3[CH2:8]2)=[O:31])[NH:26][CH:27]=1. Reported procedure: The title compound was prepared in a manner analogous to Example 15 utilizing Intermediate 30 and 2-(4H-[1,2,4]triazol-3-yl)-benzoic acid. MS (ESI) mass calcd. for C24H20F4N7O, 479.47; m/z found, 480.2 [M+H]+. 1H NMR (CDCl3): 8.12-7.93 (m, 3H), 7.77 (dd, J=8.5, 0.9 Hz, 1H), 7.69 (ddd, J=8.4, 6.8, 1.4 Hz, 1H), 7.52-7.41 (m, 3H), 7.38-7.34 (m, 1H), 4.01-3.79 (m, 3H), 3.78-3.66 (m, 2H), 3.49 (dd, J=23.0, 15.0 Hz, 2H), 3.16-2.88 (m, 3H). Starting materials: C(C1=CC=CC=C1)N1CC(C(C1)C1=CC(=C(C=C1)Cl)Cl)C(C)O ((RS)-1-[(3RS,4SR)-1-benzyl-4-(3,4-dichloro-phenyl)-pyrrolidin-3-yl]-ethanol), C1=CC=C(C=C1)P(C2=CC=CC=C2)C3=CC=CC=C3 (PPh3), C1=CC=C(C=C1)COC(=O)/N=N/C(=O)OCC2=CC=CC=C2 (DBAD), OC1=NC=C(C#N)C=C1 (6-hydroxy-nicotinonitrile). The solvent is C1CCOC1 (THF). The product is C(C1=CC=CC=C1)N1CC(C(C1)C1=CC(=C(C=C1)Cl)Cl)C(C)OC1=NC=C(C#N)C=C1 (6-{(SR)-1-[(3RS,4SR)-1-Benzyl-4-(3,4-dichloro-phenyl)-pyrrolidin-3-yl]-ethoxy}-nicotinonitrile). The yield is 66.3%. Reaction SMILES: C1C=CC(P(C2C=CC=CC=2)C2C=CC=CC=2)=CC=1.[OH:20][C:21]1[CH:28]=[CH:27][C:24]([C:25]#[N:26])=[CH:23][N:22]=1.C1C=CC(COC(/N=N/C(OCC2C=CC=CC=2)=O)=O)=CC=1.[CH2:51]([N:58]1[CH2:62][CH:61]([C:63]2[CH:68]=[CH:67][C:66]([Cl:69])=[C:65]([Cl:70])[CH:64]=2)[CH:60]([CH:71](O)[CH3:72])[CH2:59]1)[C:52]1[CH:57]=[CH:56][CH:55]=[CH:54][CH:53]=1>C1COCC1>[CH2:51]([N:58]1[CH2:62][CH:61]([C:63]2[CH:68]=[CH:67][C:66]([Cl:69])=[C:65]([Cl:70])[CH:64]=2)[CH:60]([CH:71]([O:20][C:21]2[CH:28]=[CH:27][C:24]([C:25]#[N:26])=[CH:23][N:22]=2)[CH3:72])[CH2:59]1)[C:52]1[CH:53]=[CH:54][CH:55]=[CH:56][CH:57]=1. Reported procedure: To a suspension of PPh3 (PPh3 polymer bound, 3 mmol PPh3/g resin) (1.97 g) in THF (300 mL) at 0° C. were added 6-hydroxy-nicotinonitrile (0.61 g, 5.1 mmol) and then DBAD (1.10 g). After 5 minutes was added (RS)-1-[(3RS,4SR)-1-benzyl-4-(3,4-dichloro-phenyl)-pyrrolidin-3-yl]-ethanol (1.20 g, 3.4 mmol, described herein above). The reaction mixture was stirred over night at RT, filtered on celite and concentrated under vacuo. Extraction with EtOAc/aq.NaOH 1M, followed by column chromatography (SiO2,... Isolated yield 82.0%. Solvent: CC(=O)C (acetone). Conditions: time 48 hour. Reactants: O (water), Cl.CN(CCCCl)C (3-dimethylaminopropyl chloride hydrochloride), C([O-])([O-])=O.[K+].[K+] (potassium carbonate), OC1=C(C=C(C=C1)C1=CC=C(C=C1)C(=O)OCC)C1=CC=2C(CCC(C2C=C1)(C)C)(C)C (ethyl 4′-hydroxy-3′-(5,5,8,8-tetramethyl-5,6,7,8-tetrahydronaphth-2-yl)biphenyl-4-carboxylate). Product: CN(CCCOC1=C(C=C(C=C1)C1=CC=C(C=C1)C(=O)OCC)C1=CC=2C(CCC(C2C=C1)(C)C)(C)C)C (ethyl 4′-(3-dimethylaminopropoxy)-3′-(5,5,8,8-tetramethyl-5,6,7,8-tetrahydronaphth-2-yl)biphenyl-4-carboxylate), oil. RXN SMILES: Cl.[CH3:2][N:3]([CH3:8])[CH2:4][CH2:5][CH2:6]Cl.C(=O)([O-])[O-].[K+].[K+].[OH:15][C:16]1[CH:21]=[CH:20][C:19]([C:22]2[CH:27]=[CH:26][C:25]([C:28]([O:30][CH2:31][CH3:32])=[O:29])=[CH:24][CH:23]=2)=[CH:18][C:17]=1[C:33]1[CH:42]=[CH:41][C:40]2[C:39]([CH3:44])([CH3:43])[CH2:38][CH2:37][C:36]([CH3:46])([CH3:45])[C:35]=2[CH:34]=1.O>CC(C)=O>[CH3:2][N:3]([CH3:8])[CH2:4][CH2:5][CH2:6][O:15][C:16]1[CH:21]=[CH:20][C:19]([C:22]2[CH:23]=[CH:24][C:25]([C:28]([O:30][CH2:31][CH3:32])=[O:29])=[CH:26][CH:27]=2)=[CH:18][C:17]=1[C:33]1[CH:42]=[CH:41][C:40]2[C:39]([CH3:44])([CH3:43])[CH2:38][CH2:37][C:36]([CH3:45])([CH3:46])[C:35]=2[CH:34]=1 |f:0.1,2.3.4|. Procedure: 440 mg (2.78 mmol) of 3-dimethylaminopropyl chloride hydrochloride and 970 mg (7 mmol) of potassium carbonate are added to a solution of 1 g (2.33 mmol) of ethyl 4′-hydroxy-3′-(5,5,8,8-tetramethyl-5,6,7,8-tetrahydronaphth-2-yl)biphenyl-4-carboxylate in 50 ml of acetone. The reaction mixture is stirred for 48 hours at reflux. The reaction is stopped by adding water, and is then extracted with ethyl acetate. The organic phases are combined and dried over sodium sulfate. The solvents are evaporated...